From a dataset of the Open Reaction Database (ORD), a public repository of structured organic reaction records. describe an organic reaction: reactants, conditions, products, and yield The reactants are CC(C)(C)O (t-BuOH), CC[C@@H]1CN2CC[C@@H]1C[C@@H]2[C@@H](C3=C4C=C(C=CC4=NC=C3)OC)OC5=NN=C(C6=CC=CC=C65)O[C@@H]([C@H]7C[C@@H]8CCN7C[C@@H]8CC)C9=C1C=C(C=CC1=NC=C9)OC (Ad-Mix-α), CS(=O)(=O)N (methanesulfonamide), O (water), CON(C(C(=C)C)=O)C (N-methoxy-N-methylmethacrylamide). The product is O[C@@](C(=O)N(C)OC)(CO)C ((R)-2,3-dihydroxy-N-methoxy-N,2-dimethylpropanamide). The yield is 120.0%. RXN SMILES: CC([OH:5])(C)C.CC[C@H]1[C@H]2C[C@H]([C@H](OC3C4C(=CC=CC=4)C(O[C@H](C4C=CN=C5C=4C=C(OC)C=C5)[C@@H]4N5C[C@H](CC)[C@@H](CC5)C4)=NN=3)C3C=CN=C4C=3C=C(OC)C=C4)N(CC2)C1.CS(N)(=O)=O.[CH3:69][O:70][N:71]([CH3:77])[C:72](=[O:76])[C:73]([CH3:75])=[CH2:74].[OH2:78]>>[OH:78][C@:73]([CH3:75])([CH2:74][OH:5])[C:72]([N:71]([O:70][CH3:69])[CH3:77])=[O:76]. Procedure: A round bottom flask was charged with t-BuOH (850 mL), water (850 mL), Ad-Mix-α (230 g, 166 mmol) and methanesulfonamide (15.8 g, 166 mmol). The mixture was stirred at ambient temperature until both phases were clear (about 5 minutes) and then cooled to 0° C., after which orange salts precipitated. N-methoxy-N-methylmethacrylamide (21.5 g, 166 mmol) was added and the heterogeneous slurry was stirred vigorously at 0° C. for 2 hours, warmed to ambient temperature and stirred for 24 hours. The reac... Reactants: O=C([O-])[O-], CC#N, Fc1cccc(F)n1, [K+], [K+], O, COC(=O)c1ccc(O)cc1. Product: COC(=O)c1ccc(Oc2cccc(F)n2)cc1. Reaction SMILES: [C:20](=[O:21])([O-:22])[O-:23].[CH3:27][C:28]#[N:29].[F:1][c:2]1[n:3][c:4]([F:8])[cH:5][cH:6][cH:7]1.[K+:24].[K+:25].[OH2:26].[OH:9][c:10]1[cH:11][cH:12][c:13]([C:16](=[O:17])[O:18][CH3:19])[cH:14][cH:15]1>>[c:2]1([O:9][c:10]2[cH:11][cH:12][c:13]([C:16](=[O:17])[O:18][CH3:19])[cH:14][cH:15]2)[n:3][c:4]([F:8])[cH:5][cH:6][cH:7]1.